This data is from the Open Reaction Database (ORD), a public repository of structured organic reaction records. The task is: describe an organic reaction: reactants, conditions, products, and yield The reactants are Cl.NCC(=O)N[C@H](C(C)C)C(=O)O (Glycyl-D-valine hydrochloride), [Si](C)(C)(C(C)(C)C)O[Si](C)(C)C(C)(C)C (TBDMS-ether), [Si](C)(C)(C(C)(C)C)O[C@@H](CS[C@@H]1[C@H](N(C1=O)C1=CC=C(C=C1)C#CCNS(=O)(=O)C)C1=CC=C(OCC(=O)O)C=C1)C1=CC=C(C=C1)F ({4-[(2R,3R)-3-{[(2R)-2-{[tert-butyl(dimethyl)silyl]oxy}-2-(4-fluorophenyl)ethyl]thio}-1-(4-{3-[(methylsulfonyl)amino]prop-1-yn-1-yl}phenyl)-4-oxoazetidin-2-yl]phenoxy}acetic acid), CN1CCOCC1 (N-methylmorpholine), CN(C)C(=[N+](C)C)ON1C2=C(C=CC=C2)N=N1.[B-](F)(F)(F)F (TBTU). Run in CN(C)C=O (DMF). Run at time 1 hour. Product: FC1=CC=C(C=C1)[C@H](CS[C@@H]1[C@H](N(C1=O)C1=CC=C(C=C1)C#CCNS(=O)(=O)C)C1=CC=C(OCC(=O)NCC(=O)N[C@H](C(C)C)C(=O)O)C=C1)O (N-({4-[(2R,3R)-3-{[(2R)-2-(4-fluorophenyl)-2-hydroxyethyl]thio}-1-(4-{3-[(methylsulfonyl)amino]prop-1-yn-1-yl}phenyl)-4-oxoazetidin-2-yl]phenoxy}acetyl)glycyl-D-valine). As a reaction SMILES: [Si]([O:8][C@H:9]([C:42]1[CH:47]=[CH:46][C:45]([F:48])=[CH:44][CH:43]=1)[CH2:10][S:11][C@H:12]1[C:15](=[O:16])[N:14]([C:17]2[CH:22]=[CH:21][C:20]([C:23]#[C:24][CH2:25][NH:26][S:27]([CH3:30])(=[O:29])=[O:28])=[CH:19][CH:18]=2)[C@@H:13]1[C:31]1[CH:41]=[CH:40][C:34]([O:35][CH2:36][C:37](O)=[O:38])=[CH:33][CH:32]=1)(C(C)(C)C)(C)C.CN1CCOCC1.CN(C(ON1N=NC2C=CC=CC1=2)=[N+](C)C)C.[B-](F)(F)(F)F.Cl.[NH2:79][CH2:80][C:81]([NH:83][C@@H:84]([C:88]([OH:90])=[O:89])[CH:85]([CH3:87])[CH3:86])=[O:82].[Si](O[Si](C(C)(C)C)(C)C)(C(C)(C)C)(C)C>CN(C=O)C>[F:48][C:45]1[CH:46]=[CH:47][C:42]([C@@H:9]([OH:8])[CH2:10][S:11][C@H:12]2[C:15](=[O:16])[N:14]([C:17]3[CH:22]=[CH:21][C:20]([C:23]#[C:24][CH2:25][NH:26][S:27]([CH3:30])(=[O:29])=[O:28])=[CH:19][CH:18]=3)[C@@H:13]2[C:31]2[CH:41]=[CH:40][C:34]([O:35][CH2:36][C:37]([NH:79][CH2:80][C:81]([NH:83][C@@H:84]([C:88]([OH:90])=[O:89])[CH:85]([CH3:86])[CH3:87])=[O:82])=[O:38])=[CH:33][CH:32]=2)=[CH:43][CH:44]=1 |f:2.3,4.5|. Reported procedure: To a stirred solution of {4-[(2R,3R)-3-{[(2R)-2-{[tert-butyl(dimethyl)silyl]oxy}-2-(4-fluorophenyl)ethyl]thio}-1-(4-{3-[(methylsulfonyl)amino]prop-1-yn-1-yl}phenyl)-4-oxoazetidin-2-yl]phenoxy}acetic acid (19.4 mg, 0.027 mmol), and N-methylmorpholine (9 μl, 0.082 mmol) in DMF (1 ml, dry) was added. TBTU (12 mg, 0.037 mmol) and the reaction mixture was stirred at 30° C. for 1 hour. Glycyl-D-valine hydrochloride (8.0 mg, 0.038 mmol) was added and the reaction mixture was stirred for 1 hour. LC-MS s... The reactants are [BH3-]C#N, CO, CC(C)Oc1cc(N)cc(C(=O)Nc2ncc(C(=O)O)s2)c1, O=Cc1ccccc1Cl, [Na+]. Product: CC(C)Oc1cc(NCc2ccccc2Cl)cc(C(=O)Nc2ncc(C(=O)O)s2)c1. RXN SMILES: [C:32]([BH3-:33])#[N:34].[CH3:36][OH:37].[CH:10]([CH3:11])([CH3:12])[O:13][c:14]1[cH:15][c:16]([C:17](=[O:18])[NH:19][c:20]2[s:21][c:22]([C:25](=[O:26])[OH:27])[cH:23][n:24]2)[cH:28][c:29]([NH2:31])[cH:30]1.[Cl:1][c:2]1[c:3]([CH:4]=[O:5])[cH:6][cH:7][cH:8][cH:9]1.[Na+:35]>>[Cl:1][c:2]1[c:3]([CH2:4][NH:31][c:29]2[cH:28][c:16]([C:17](=[O:18])[NH:19][c:20]3[s:21][c:22]([C:25](=[O:26])[OH:27])[cH:23][n:24]3)[cH:15][c:14]([O:13][CH:10]([CH3:11])[CH3:12])[cH:30]2)[cH:6][cH:7][cH:8][cH:9]1. The solvent is COCCOC.O (DME water), C1CCOC1.CO (THF MeOH). Reagents/catalysts: Cl[Pd]([P](C1=CC=CC=C1)(C2=CC=CC=C2)C3=CC=CC=C3)([P](C4=CC=CC=C4)(C5=CC=CC=C5)C6=CC=CC=C6)Cl (dichlorobis(triphenylphosphine)palladium), [Pd] (palladium on carbon). RXN SMILES: Br[C:2]1[C:11]2[O:10][C@@H:9]([CH3:12])[CH2:8][N:7]([C:13]([O:15][C:16]([CH3:19])([CH3:18])[CH3:17])=[O:14])[CH2:6][C:5]=2[S:4][CH:3]=1.[C:20](B1OC(C)(C)C(C)(C)O1)([CH3:22])=[CH2:21].C(=O)([O-])[O-].[K+].[K+].O>COCCOC.O.C1COCC1.CO.[Pd].Cl[Pd](Cl)([P](C1C=CC=CC=1)(C1C=CC=CC=1)C1C=CC=CC=1)[P](C1C=CC=CC=1)(C1C=CC=CC=1)C1C=CC=CC=1>[CH3:12][C@H:9]1[CH2:8][N:7]([C:13]([O:15][C:16]([CH3:19])([CH3:18])[CH3:17])=[O:14])[CH2:6][C:5]2[S:4][CH:3]=[C:2]([CH:20]([CH3:22])[CH3:21])[C:11]=2[O:10]1 |f:2.3.4,6.7,8.9,^1:56,75|. Reactants: O (water), BrC1=CSC=2CN(C[C@@H](OC21)C)C(=O)OC(C)(C)C (tert-butyl (2S)-8-bromo-2-methyl-2,3-dihydrothieno[2,3-f][1,4]oxazepine-4(5H)-carboxylate), C(=C)(C)B1OC(C)(C)C(C)(C)O1 (isopropenylboronic acid pinacol ester), C([O-])([O-])=O.[K+].[K+] (potassium carbonate). Conditions: time 1 hour. Isolated yield 90.0%. Product: C[C@@H]1OC2=C(CN(C1)C(=O)OC(C)(C)C)SC=C2C(C)C (tert-butyl (2S)-2-methyl-8-(1-methylethyl)-2,3-dihydrothieno[2,3-f][1,4]oxazepine-4(5H)-carboxylate). Procedure details: A mixed solution of tert-butyl (2S)-8-bromo-2-methyl-2,3-dihydrothieno[2,3-f][1,4]oxazepine-4(5H)-carboxylate (1.15 g) obtained in Example 12, steps 1-4, isopropenylboronic acid pinacol ester (0.807 mL), dichlorobis(triphenylphosphine)palladium (116 mg) and potassium carbonate (1.37 g) in DME-water (1:1, 30 mL) was stirred at 85° C. for 2 hr under a nitrogen stream. The reaction solution was cooled to room temperature, water was added, and the mixture was extracted with ethyl acetate. The extrac... Reactants: C#Cc1ccc2c(c1)OCC(C)(C)CO2, CCOC(=O)c1ccc(Br)cn1. Product: CCOC(=O)c1ccc(C#Cc2ccc3c(c2)OCC(C)(C)CO3)cn1. RXN SMILES: [C:1](#[CH:2])[c:3]1[cH:4][c:5]2[c:6]([cH:14][cH:15]1)[O:7][CH2:8][C:9]([CH3:12])([CH3:13])[CH2:10][O:11]2.[CH2:16]([CH3:17])[O:18][C:19](=[O:20])[c:21]1[n:22][cH:23][c:24]([Br:27])[cH:25][cH:26]1>>[C:1](#[C:2][c:24]1[cH:23][n:22][c:21]([C:19]([O:18][CH2:16][CH3:17])=[O:20])[cH:26][cH:25]1)[c:3]1[cH:4][c:5]2[c:6]([cH:14][cH:15]1)[O:7][CH2:8][C:9]([CH3:12])([CH3:13])[CH2:10][O:11]2. Reactants: BrB(Br)Br, CCc1cc(OC)c(Oc2ccc(C(=O)N3CCNC(=O)C3)cc2F)cc1F, ClCCl. Yields the product CCc1cc(O)c(Oc2ccc(C(=O)N3CCNC(=O)C3)cc2F)cc1F. Reaction SMILES: [B:29]([Br:30])([Br:31])[Br:32].[CH2:1]([CH3:2])[c:3]1[cH:4][c:5]([O:27][CH3:28])[c:6]([O:7][c:8]2[c:9]([F:23])[cH:10][c:11]([C:12](=[O:13])[N:14]3[CH2:15][C:16](=[O:20])[NH:17][CH2:18][CH2:19]3)[cH:21][cH:22]2)[cH:24][c:25]1[F:26].[Cl:33][CH2:34][Cl:35]>>[CH2:1]([CH3:2])[c:3]1[cH:4][c:5]([OH:27])[c:6]([O:7][c:8]2[c:9]([F:23])[cH:10][c:11]([C:12](=[O:13])[N:14]3[CH2:15][C:16](=[O:20])[NH:17][CH2:18][CH2:19]3)[cH:21][cH:22]2)[cH:24][c:25]1[F:26]. Reaction SMILES: [C:1]([O:4][C:5]1[C:10]([C:11]([CH3:14])([CH3:13])[CH3:12])=[CH:9][C:8]([O:15][CH3:16])=[C:7](CC=O)[C:6]=1[C:20]([CH3:23])([CH3:22])[CH3:21])(=[O:3])[CH3:2].[CH3:24][Si](I)(C)C.S([O-])([O-])(=O)=S.[Na+].[Na+]>ClCCl>[C:1]([O:4][C:5]1[C:10]([C:11]([CH3:12])([CH3:14])[CH3:13])=[CH:9][C:8]2[O:15][CH:16]=[CH:24][C:7]=2[C:6]=1[C:20]([CH3:21])([CH3:23])[CH3:22])(=[O:3])[CH3:2] |f:2.3.4|. Yields the product C(C)(=O)OC=1C(=CC2=C(C=CO2)C1C(C)(C)C)C(C)(C)C (5-acetoxy-4,6-di-tert-butylbenzofuran). Starting materials: C[Si](C)(C)I (trimethylsilyl iodide), C(C)(=O)OC1=C(C(=C(C=C1C(C)(C)C)OC)CC=O)C(C)(C)C (4-Acetoxy-3,5-di-tert-butyl-2-formylmethylanisole), S(=S)(=O)([O-])[O-].[Na+].[Na+] (sodium thiosulfate). Reported procedure: 4-Acetoxy-3,5-di-tert-butyl-2-formylmethylanisole (16 g) was dissolved in dichloromethane (100 ml) and trimethylsilyl iodide (7.1 ml) was added dropwise to the solution under cooling with ice. After stirring the mixture at room temperature for 1 h, a saturated aqueous solution of sodium thiosulfate was added and the mixture was subjected to extraction with chloroform. The organic layer was washed with water and saturated brine, dried over anhydrous magnesium sulfate and concentrated. The concent... Conditions: time 1 hour. Run in ClCCl (dichloromethane). Starting materials: CC1=C2[C@H](C(=O)[C@@]3([C@H](C[C@@H]4[C@]([C@H]3[C@@H]([C@@](C2(C)C)(C[C@@H]1OC(=O)[C@@H]([C@H](C=5C=CC=CC5)NC(=O)C=6C=CC=CC6)O)O)OC(=O)C=7C=CC=CC7)(CO4)OC(=O)C)O)C)OC(=O)C (Paclitaxel), C1(CCCC(=O)O1)=O (glutaric anhydride). Run in N1=CC=CC=C1 (pyridine). Run at time 3 hour. Product: CC1=C2[C@H](C(=O)[C@@]3([C@H](C[C@@H]4[C@]([C@H]3[C@@H]([C@@](C2(C)C)(C[C@@H]1OC(=O)[C@@H]([C@H](C=5C=CC=CC5)NC(=O)C=6C=CC=CC6)O)O)OC(=O)C=7C=CC=CC7)(CO4)OC(=O)C)O)C)OC(=O)C.C(CCCC(=O)[O-])(=O)[O-] (paclitaxel glutarate). The yield is 170.7%. Reaction SMILES: [CH3:1][C:2]1[C@@H:19]([O:20][C:21]([C@H:23]([OH:40])[C@@H:24]([NH:31][C:32]([C:34]2[CH:35]=[CH:36][CH:37]=[CH:38][CH:39]=2)=[O:33])[C:25]2[CH:26]=[CH:27][CH:28]=[CH:29][CH:30]=2)=[O:22])[CH2:18][C@:14]2([OH:41])[C:15]([CH3:17])([CH3:16])[C:3]=1[C@@H:4]([O:59][C:60]([CH3:62])=[O:61])[C:5]([C@@:7]1([CH3:58])[C@H:12]([C@@H:13]2[O:42][C:43]([C:45]2[CH:46]=[CH:47][CH:48]=[CH:49][CH:50]=2)=[O:44])[C@:11]2([O:53][C:54]([CH3:56])=[O:55])[CH2:51][O:52][C@@H:10]2[CH2:9][C@@H:8]1[OH:57])=[O:6].[C:63]1(=[O:70])[O:69][C:67](=[O:68])[CH2:66][CH2:65][CH2:64]1>N1C=CC=CC=1>[CH3:1][C:2]1[C@@H:19]([O:20][C:21]([C@H:23]([OH:40])[C@@H:24]([NH:31][C:32]([C:34]2[CH:39]=[CH:38][CH:37]=[CH:36][CH:35]=2)=[O:33])[C:25]2[CH:26]=[CH:27][CH:28]=[CH:29][CH:30]=2)=[O:22])[CH2:18][C@:14]2([OH:41])[C:15]([CH3:16])([CH3:17])[C:3]=1[C@@H:4]([O:59][C:60]([CH3:62])=[O:61])[C:5]([C@@:7]1([CH3:58])[C@H:12]([C@@H:13]2[O:42][C:43]([C:45]2[CH:50]=[CH:49][CH:48]=[CH:47][CH:46]=2)=[O:44])[C@:11]2([O:53][C:54]([CH3:56])=[O:55])[CH2:51][O:52][C@@H:10]2[CH2:9][C@@H:8]1[OH:57])=[O:6].[C:63]([O-:69])(=[O:70])[CH2:64][CH2:65][CH2:66][C:67]([O-:6])=[O:68] |f:3.4|. Procedure details: Paclitaxel (0.43 g, 0.5 mmol) and glutaric anhydride (0.68 g, 6 mmol) were dissolved in 5 ml of pyridine and stirred at room temperature for 3 hours. In the end of reaction, the solution was evaporated to dryness in vacuo. The residues were treated with 20 ml water with stirring for 20 min and filtered. The precipitates were redissolved in acetone and water was added to produce fine crystals of paclitaxel-glutarate (0.42 g, 86% yields). The analytic result gave [M+H]+=968 Da by ESMs. The paclita... The reactants are CCNc1cccc(CCOc2cc(CC)c3c(c2)Cc2ccccc2C(CC(=O)O)C3)n1, CO, [Na+], [OH-]. Yields the product CCNc1cccc(CCOc2ccc3c(c2)Cc2ccccc2C(CC(=O)O)C3)n1. As a reaction SMILES: [CH2:1]([CH3:2])[c:3]1[cH:4][c:5]([O:22][CH2:23][CH2:24][c:25]2[n:26][c:27]([NH:31][CH2:32][CH3:33])[cH:28][cH:29][cH:30]2)[cH:6][c:7]2[c:13]1[CH2:12][CH:11]([CH2:14][C:15](=[O:16])[OH:17])[c:10]1[c:9]([cH:21][cH:20][cH:19][cH:18]1)[CH2:8]2.[CH3:36][OH:37].[Na+:35].[OH-:34]>>[cH:3]1[cH:4][c:5]([O:22][CH2:23][CH2:24][c:25]2[n:26][c:27]([NH:31][CH2:32][CH3:33])[cH:28][cH:29][cH:30]2)[cH:6][c:7]2[c:13]1[CH2:12][CH:11]([CH2:14][C:15](=[O:16])[OH:17])[c:10]1[c:9]([cH:21][cH:20][cH:19][cH:18]1)[CH2:8]2.